This data is from the Open Reaction Database (ORD), a public repository of structured organic reaction records. The task is: describe an organic reaction: reactants, conditions, products, and yield Reactants: C(C)N1C(C(=C(C1)C1=CC=CC=C1)O)=O (1-ethyl-3-hydroxy-4-phenyl-3-pyrrolin-2-one), Cl (hydrogen chloride), Cl.C(C)N1C(C(=C(C1)C1=CC=CC=C1)OCCN1CCCCC1)=O (1-ethyl-3-(β-piperidinoethoxy)-4-phenyl-3-pyrrolin-2-one hydrochloride), N1(CCCCC1)CCCl (β-piperidinoethyl chloride), Cl (hydrochloride). Run in C(C)(=O)OCC (ethyl acetate). The product is C(C)N1C(C(=C(C1)C1=CC=CC=C1)OCCN1CCCCC1)=O (1-Ethyl-3-(β-piperidinoethoxy)-4-phenyl-3-pyrrolin-2-one). Reaction SMILES: C(N1CC(C2C=CC=CC=2)=C(O)C1=O)C.N1(CCCl)CCCCC1.Cl.Cl.[CH2:27]([N:29]1[CH2:33][C:32]([C:34]2[CH:39]=[CH:38][CH:37]=[CH:36][CH:35]=2)=[C:31]([O:40][CH2:41][CH2:42][N:43]2[CH2:48][CH2:47][CH2:46][CH2:45][CH2:44]2)[C:30]1=[O:49])[CH3:28]>C(OCC)(=O)C>[CH2:27]([N:29]1[CH2:33][C:32]([C:34]2[CH:39]=[CH:38][CH:37]=[CH:36][CH:35]=2)=[C:31]([O:40][CH2:41][CH2:42][N:43]2[CH2:48][CH2:47][CH2:46][CH2:45][CH2:44]2)[C:30]1=[O:49])[CH3:28] |f:3.4|. Reported procedure: In a manner analogous to that described in Example 1, 30.5 g. 1-ethyl-3-hydroxy-4-phenyl-3-pyrrolin-2-one is reacted with 21.5 g. β-piperidinoethyl chloride. The base obtained is converted into the crystalline hydrochloride in ethyl acetate by means of gaseous hydrogen chloride. There is obtained 22.5 g. (42% of theory) 1-ethyl-3-(β-piperidinoethoxy)-4-phenyl-3-pyrrolin-2-one hydrochloride; m.p. 120° C., (decomp.), after recrystallization from methyl ethyl ketone. Reactants: CC=1C(=CC=C2CC(N(C12)CC1=CC=CC2=CC=CC=C12)=O)C1=CC=C(C#N)C=C1 (4-(7-Methyl-1-naphthalen-1-ylmethyl-2-oxo-2,3-dihydro-1H-indol-6-yl)-benzonitrile), ClCC=1N=CN(C1C)C(C1=CC=CC=C1)(C1=CC=CC=C1)C1=CC=CC=C1 (4-chloromethyl-5-methyl-1-trityl-1H-imidazole). The product is CC=1C(=CC=C2C(C(N(C12)CC1=CC=CC2=CC=CC=C12)=O)(CC=1N=CN(C1C)C(C1=CC=CC=C1)(C1=CC=CC=C1)C1=CC=CC=C1)CC=1N=CN(C1C)C(C1=CC=CC=C1)(C1=CC=CC=C1)C1=CC=CC=C1)C1=CC=C(C#N)C=C1 (4-[7-Methyl-3,3-bis-(5-methyl-1-trityl-1H-imidazol-4-ylmethyl)-1-naphthalen-1-ylmethyl-2-oxo-2,3-dihydro-1H-indol-6-yl]-benzonitrile). As a reaction SMILES: [CH3:1][C:2]1[C:3]([C:23]2[CH:30]=[CH:29][C:26]([C:27]#[N:28])=[CH:25][CH:24]=2)=[CH:4][CH:5]=[C:6]2[C:10]=1[N:9]([CH2:11][C:12]1[C:21]3[C:16](=[CH:17][CH:18]=[CH:19][CH:20]=3)[CH:15]=[CH:14][CH:13]=1)[C:8](=[O:22])[CH2:7]2.Cl[CH2:32][C:33]1[N:34]=[CH:35][N:36]([C:39]([C:52]2[CH:57]=[CH:56][CH:55]=[CH:54][CH:53]=2)([C:46]2[CH:51]=[CH:50][CH:49]=[CH:48][CH:47]=2)[C:40]2[CH:45]=[CH:44][CH:43]=[CH:42][CH:41]=2)[C:37]=1[CH3:38]>>[CH3:1][C:2]1[C:3]([C:23]2[CH:24]=[CH:25][C:26]([C:27]#[N:28])=[CH:29][CH:30]=2)=[CH:4][CH:5]=[C:6]2[C:10]=1[N:9]([CH2:11][C:12]1[C:21]3[C:16](=[CH:17][CH:18]=[CH:19][CH:20]=3)[CH:15]=[CH:14][CH:13]=1)[C:8](=[O:22])[C:7]2([CH2:32][C:33]1[N:34]=[CH:35][N:36]([C:39]([C:40]2[CH:45]=[CH:44][CH:43]=[CH:42][CH:41]=2)([C:46]2[CH:47]=[CH:48][CH:49]=[CH:50][CH:51]=2)[C:52]2[CH:57]=[CH:56][CH:55]=[CH:54][CH:53]=2)[C:37]=1[CH3:38])[CH2:32][C:33]1[N:34]=[CH:35][N:36]([C:39]([C:52]2[CH:57]=[CH:56][CH:55]=[CH:54][CH:53]=2)([C:46]2[CH:51]=[CH:50][CH:49]=[CH:48][CH:47]=2)[C:40]2[CH:45]=[CH:44][CH:43]=[CH:42][CH:41]=2)[C:37]=1[CH3:38]. Procedure details: Following the same procedure as described in example 14A, the reaction of the title compound of 13A (0.191 g, 0.49 mmol) and 4-chloromethyl-5-methyl-1-trityl-1H-imidazole (0.55 g, 1.48 mmol) yielded the title compound of 15A (282.2 mg, 71% yield). Reactants: ClC=1C(=NC=C(C1)NC1=C(C=C(C=C1)OC)C(F)(F)F)C#N (3-chloro-5-(4-methoxy-2-trifluoromethyl-phenylamino)-pyridine-2-carbonitrile). The reagents and catalysts are [Pd].C (Pd charcoal). The solvent is C(C)O (ethanol), Cl (hydrochloric acid). Product: NCC1=C(C=C(C=N1)NC1=C(C=C(C=C1)OC)C(F)(F)F)Cl ((6-aminomethyl-5-chloro-pyridin-3-yl)-(4-methoxy-2-trifluoromethyl-phenyl)-amine). RXN SMILES: [Cl:1][C:2]1[C:3]([C:21]#[N:22])=[N:4][CH:5]=[C:6]([NH:8][C:9]2[CH:14]=[CH:13][C:12]([O:15][CH3:16])=[CH:11][C:10]=2[C:17]([F:20])([F:19])[F:18])[CH:7]=1>C(O)C.Cl.[Pd].C>[NH2:22][CH2:21][C:3]1[N:4]=[CH:5][C:6]([NH:8][C:9]2[CH:14]=[CH:13][C:12]([O:15][CH3:16])=[CH:11][C:10]=2[C:17]([F:20])([F:18])[F:19])=[CH:7][C:2]=1[Cl:1] |f:3.4|. Reported procedure: A solution of 3-chloro-5-(4-methoxy-2-trifluoromethyl-phenylamino)-pyridine-2-carbonitrile (0.64 mmol) in 10 mL ethanol and 0.1 mL hydrochloric acid (37%) was combined with 30 mg of Pd/charcoal (10%) and hydrogenated with stirring at ambient temperature. Then the catalyst was filtered off and the solution was evaporated down. The product thus obtained was reacted further without purification. Starting materials: C(CC\C=C/C\C=C/C\C=C/C\C=C/C\C=C/C\C=C/CC)(=O)NCCNC(CN(C(OC(C)(C)C)=O)C)=O (tert-Butyl (2-((2-((4Z,7Z,10Z,13Z,16Z,19Z)-docosa-4,7,10,13,16,19-hexaenamido)ethyl)amino)-2-oxoethyl)(methyl)carbamate), Cl (HCl), C(=O)([O-])[O-].[Na+].[Na+] (Na2CO3). Solvent: CCOC(=O)C (EtOAc), CCOC(=O)C (EtOAc). Run at time 2 hour. Yields the product CNCC(=O)NCCNC(CC\C=C/C\C=C/C\C=C/C\C=C/C\C=C/C\C=C/CC)=O ((4Z,7Z,10Z,13Z,16Z,19Z)—N-(2-(2-(methylamino)acetamido)ethyl)docosa-4,7,10,13,16,19-hexaenamide). The yield is 99.0%. As a reaction SMILES: [C:1]([NH:24][CH2:25][CH2:26][NH:27][C:28](=[O:39])[CH2:29][N:30](C)[C:31](=O)OC(C)(C)C)(=[O:23])[CH2:2][CH2:3]/[CH:4]=[CH:5]\[CH2:6]/[CH:7]=[CH:8]\[CH2:9]/[CH:10]=[CH:11]\[CH2:12]/[CH:13]=[CH:14]\[CH2:15]/[CH:16]=[CH:17]\[CH2:18]/[CH:19]=[CH:20]\[CH2:21][CH3:22].Cl.C([O-])([O-])=O.[Na+].[Na+]>CCOC(C)=O>[CH3:31][NH:30][CH2:29][C:28]([NH:27][CH2:26][CH2:25][NH:24][C:1](=[O:23])[CH2:2][CH2:3]/[CH:4]=[CH:5]\[CH2:6]/[CH:7]=[CH:8]\[CH2:9]/[CH:10]=[CH:11]\[CH2:12]/[CH:13]=[CH:14]\[CH2:15]/[CH:16]=[CH:17]\[CH2:18]/[CH:19]=[CH:20]\[CH2:21][CH3:22])=[O:39] |f:2.3.4|. Procedure: tert-Butyl (2-((2-((4Z,7Z,10Z,13Z,16Z,19Z)-docosa-4,7,10,13,16,19-hexaenamido)ethyl)amino)-2-oxoethyl)(methyl)carbamate was taken up in 2 mL of EtOAc and 2 mL of saturated HCl in EtOAc was added. The resulting reaction mixture was stirred at room temperature for 2 h. Enough saturated aqueous Na2CO3 was added to adjust the pH=8. The aqueous layer was extracted with EtOAc. The combined organic layers were washed with brine, dried (Na2SO4) and concentrated under reduced pressure to afford 530 mg of...